From a dataset of the Open Reaction Database (ORD), a public repository of structured organic reaction records. describe an organic reaction: reactants, conditions, products, and yield The reactants are BrC=1N=C(C=2N(C1)C=CN2)Br (6,8-dibromoimidazo[1,2-a]pyrazine), BrN1C(CCC1=O)=O (N-bromosuccinimide), C(=O)([O-])[O-].[Na+].[Na+] (Na2CO3). Solvent: C(Cl)(Cl)Cl (chloroform). Product: BrC1=CN=C2N1C=C(N=C2Br)Br (3,6,8-tribromoimidazo[1,2-a]pyrazine). Reaction SMILES: [Br:1][C:2]1[N:3]=[C:4]([Br:11])[C:5]2[N:6]([CH:8]=[CH:9][N:10]=2)[CH:7]=1.[Br:12]N1C(=O)CCC1=O.C([O-])([O-])=O.[Na+].[Na+]>C(Cl)(Cl)Cl>[Br:12][C:8]1[N:6]2[CH:7]=[C:2]([Br:1])[N:3]=[C:4]([Br:11])[C:5]2=[N:10][CH:9]=1 |f:2.3.4|. Procedure details: A solution of 0.8 g (2.9 mmol) of 6,8-dibromoimidazo[1,2-a]pyrazine and 1.2 g of N-bromosuccinimide in 40 ml of chloroform is brought to reflux for two hours. After being cooled, the organic solution is treated with aqueous Na2CO3 solution. The chloroform phase is collected and then evaporated. 1 g -(Yld=97%) of 3,6,8-tribromoimidazo[1,2-a]pyrazine (m.p. 161° C.) is obtained. Starting materials: OCCCC([C@@H](CC(C)C)C(=O)OCC1=CC=CC=C1)(C(=O)OCC1=CC=CC=C1)C(=O)OC(C)(C)C (1,2-dibenzyl 1-tert.butyl 1-(3-hydroxypropyl)-4-methyl-1,1,2(R)-pentanetricarboxylate), C(C)(=O)OC(C)=O (acetic anhydride). The solvent is N1=CC=CC=C1 (pyridine). Conditions: time 20 hour. Yields the product C(C)(=O)OCCCC([C@@H](CC(C)C)C(=O)OCC1=CC=CC=C1)(C(=O)OCC1=CC=CC=C1)C(=O)OC(C)(C)C (1,2-dibenzyl 1-tert.butyl 1-(3-acetoxypropyl)-4-methyl-1,1,2(R)-pentanetricarboxylate). Isolated yield 99.9%. Reaction SMILES: [OH:1][CH2:2][CH2:3][CH2:4][C:5]([C:31]([O:33][C:34]([CH3:37])([CH3:36])[CH3:35])=[O:32])([C:21]([O:23][CH2:24][C:25]1[CH:30]=[CH:29][CH:28]=[CH:27][CH:26]=1)=[O:22])[C@H:6]([C:11]([O:13][CH2:14][C:15]1[CH:20]=[CH:19][CH:18]=[CH:17][CH:16]=1)=[O:12])[CH2:7][CH:8]([CH3:10])[CH3:9].[C:38](OC(=O)C)(=[O:40])[CH3:39]>N1C=CC=CC=1>[C:38]([O:1][CH2:2][CH2:3][CH2:4][C:5]([C:31]([O:33][C:34]([CH3:35])([CH3:37])[CH3:36])=[O:32])([C:21]([O:23][CH2:24][C:25]1[CH:30]=[CH:29][CH:28]=[CH:27][CH:26]=1)=[O:22])[C@H:6]([C:11]([O:13][CH2:14][C:15]1[CH:20]=[CH:19][CH:18]=[CH:17][CH:16]=1)=[O:12])[CH2:7][CH:8]([CH3:9])[CH3:10])(=[O:40])[CH3:39]. Procedure details: A solution of 1.069 g of 1,2-dibenzyl 1-tert.butyl 1-(3-hydroxypropyl)-4-methyl-1,1,2(R)-pentanetricarboxylate in 10 ml of pyridine at 0° was treated with 0.643 g of acetic anhydride. The mixture was stirred at room temperature for 20 hours and evaporated. The residue was dissolved in ethyl acetate and the solution was washed with 1M hydrochloric acid and with saturated aqueous sodium hydroxide and dried over anhydrous magnesium sulfate. The solvent was removed by evaporation and there were obta... Reactants: CC1=C(N=C(O1)C1=CC=CC=C1)CCC(=O)C1=CC=C(C=C1)CCCC1C(NC(O1)=O)=O (5-[3-[4-[3-(5-methyl-2-phenyl-4-oxazolyl)propionyl]phenyl]propyl]-2,4-oxazolidinedione), Cl.NO (hydroxylamine hydrochloride), C(C)(=O)[O-].[Na+] (sodium acetate), CO (methanol). The solvent is O (water). Conditions: time 2 hour. Product: ON=C(CCC=1N=C(OC1C)C1=CC=CC=C1)C1=CC=C(C=C1)CCCC1C(NC(O1)=O)=O (5-[3-[4-[1-hydroxyimino-3-(5-methyl-2-phenyl-4-oxazolyl)propyl]phenyl]propyl]-2,4-oxazolidinedione). Yield: 89.7%. RXN SMILES: [CH3:1][C:2]1[O:6][C:5]([C:7]2[CH:12]=[CH:11][CH:10]=[CH:9][CH:8]=2)=[N:4][C:3]=1[CH2:13][CH2:14][C:15]([C:17]1[CH:22]=[CH:21][C:20]([CH2:23][CH2:24][CH2:25][CH:26]2[O:30][C:29](=[O:31])[NH:28][C:27]2=[O:32])=[CH:19][CH:18]=1)=O.Cl.[NH2:34][OH:35].C([O-])(=O)C.[Na+].CO>O>[OH:35][N:34]=[C:15]([C:17]1[CH:22]=[CH:21][C:20]([CH2:23][CH2:24][CH2:25][CH:26]2[O:30][C:29](=[O:31])[NH:28][C:27]2=[O:32])=[CH:19][CH:18]=1)[CH2:14][CH2:13][C:3]1[N:4]=[C:5]([C:7]2[CH:12]=[CH:11][CH:10]=[CH:9][CH:8]=2)[O:6][C:2]=1[CH3:1] |f:1.2,3.4|. Reported procedure: A mixture of 5-[3-[4-[3-(5-methyl-2-phenyl-4-oxazolyl)propionyl]phenyl]propyl]-2,4-oxazolidinedione (0.28 g), hydroxylamine hydrochloride (0.09 g), sodium acetate (0.11 g) and 80% methanol (20 ml) was stirred under refluxing conditions for 2 hours. The reaction mixture was poured over water; the resulting crystal was collected by filtration to yield 5-[3-[4-[1-hydroxyimino-3-(5-methyl-2-phenyl-4-oxazolyl)propyl]phenyl]propyl]-2,4-oxazolidinedione (0.26 g, 90%), which was then recrystallized from...